From a dataset of the Open Reaction Database (ORD), a public repository of structured organic reaction records. describe an organic reaction: reactants, conditions, products, and yield The reactants are ClC(=O)OC1=CC=C(C=C1)F (4-(fluoro)phenyl chloroformate), C(C#C)C1CCN(CC1)C(=O)OC(C)(C)C (tert-butyl 4-(prop-2-ynyl)piperidine-1-carboxylate). Yields the product C(C#C)C1CCN(CC1)C(=O)OC1=CC=C(C=C1)F (4-(fluoro)phenyl 4-(prop-2-ynyl)piperidine-1-carboxylate). As a reaction SMILES: Cl[C:2]([O:4][C:5]1[CH:10]=[CH:9][C:8]([F:11])=[CH:7][CH:6]=1)=[O:3].[CH2:12]([CH:15]1[CH2:20][CH2:19][N:18](C(OC(C)(C)C)=O)[CH2:17][CH2:16]1)[C:13]#[CH:14]>>[CH2:12]([CH:15]1[CH2:20][CH2:19][N:18]([C:2]([O:4][C:5]2[CH:10]=[CH:9][C:8]([F:11])=[CH:7][CH:6]=2)=[O:3])[CH2:17][CH2:16]1)[C:13]#[CH:14]. Procedure: 4-(fluoro)phenyl chloroformate (5.00 g, 28.6 mmol) was added to a solution of tert-butyl 4-(prop-2-ynyl)piperidine-1-carboxylate (4.90 g, 21.9 mmol) according to general procedure 1. Yield=5.54 g, 99%. m/z MH+=262.03. HPLC rt=10.6 min.